This data is from the Open Reaction Database (ORD), a public repository of structured organic reaction records. The task is: describe an organic reaction: reactants, conditions, products, and yield Reactants: CCOC(=O)CC(=O)[O-], C1CCOC1, [Cl-], [Cl-], Cl, [K+], [Mg+2], CCCC(O)(CCc1ccccc1)CC(=O)n1ccnc1. As a reaction SMILES: [C:1]([CH2:2][C:3](=[O:4])[O-:5])(=[O:6])[O:7][CH2:8][CH3:9].[CH2:36]1[O:37][CH2:38][CH2:39][CH2:40]1.[Cl-:11].[Cl-:13].[ClH:35].[K+:10].[Mg+2:12].[OH:14][C:15]([CH2:16][C:17]([n:18]1[cH:19][cH:20][n:21][cH:22]1)=[O:23])([CH2:24][CH2:25][CH3:26])[CH2:27][CH2:28][c:29]1[cH:30][cH:31][cH:32][cH:33][cH:34]1>>[C:1]([CH2:2][C:3](=[O:5])[CH2:16][C:15]([OH:14])([CH2:24][CH2:25][CH3:26])[CH2:27][CH2:28][c:29]1[cH:30][cH:31][cH:32][cH:33][cH:34]1)(=[O:6])[O:7][CH2:8][CH3:9]. The product is CCCC(O)(CCc1ccccc1)CC(=O)CC(=O)OCC. The reactants are C(CC(=O)OCC)(=O)OCC (Diethyl malonate), CN(C)C=O (DMF), [OH-].[Na+] (sodium hydroxide), C(C1=CC=CC=C1)N1C(COCC1)CBr (4-benzyl-3-(bromomethyl)morpholine). Solvent: CCOC(=O)C (EtOAc). Reaction conditions: temperature 80 celsius, time 4 hour. Yields the product C(C1=CC=CC=C1)N1C(COCC1)CC(C(=O)OCC)C(=O)OCC (Diethyl 2-((4-benzylmorpholin-3-yl)methyl)malonate). The yield is 89.0%. Reaction SMILES: [C:1]([O:9][CH2:10][CH3:11])(=[O:8])[CH2:2][C:3]([O:5][CH2:6][CH3:7])=[O:4].CN(C=O)C.[OH-].[Na+].[CH2:19]([N:26]1[CH2:31][CH2:30][O:29][CH2:28][CH:27]1[CH2:32]Br)[C:20]1[CH:25]=[CH:24][CH:23]=[CH:22][CH:21]=1>CCOC(C)=O>[CH2:19]([N:26]1[CH2:31][CH2:30][O:29][CH2:28][CH:27]1[CH2:32][CH:2]([C:3]([O:5][CH2:6][CH3:7])=[O:4])[C:1]([O:9][CH2:10][CH3:11])=[O:8])[C:20]1[CH:25]=[CH:24][CH:23]=[CH:22][CH:21]=1 |f:2.3|. Reported procedure: Diethyl malonate (1.78 g, 11.1 mmol), DMF (25 mL), sodium hydroxide (0.22 g, 5.55 mmol) and 4-benzyl-3-(bromomethyl)morpholine (1 g, 3.7 mmol) (The compound was synthesized according to the procedure as described in Helvetica Chimica Acta, 87, 2004) were added to a dried flask in turn. The mixture was stirred at 80° C. for 4 hours under N2, and cooled to 25° C. The reaction mixture was diluted with EtOAc (200 mL). The organic layer was washed with brine (100 mL×6), dried over unhydrous Na2SO4. T... The reactants are C1(CC1)C=1N=CC(=NC1OCC1CC1)C(=O)O (5-cyclopropyl-6-cyclopropylmethoxy-pyrazine-2-carboxylic acid), N[C@H](C(=O)N)CC1CC1 ((S)-α-amino-cyclopropanepropanamide). Yields the product C(N)(=O)[C@H](CC1CC1)NC(=O)C1=NC(=C(N=C1)C1CC1)OCC1CC1 (5-Cyclopropyl-6-cyclopropylmethoxy-pyrazine-2-carboxylic acid ((S)-1-carbamoyl-2-cyclopropyl-ethyl)-amide). RXN SMILES: [CH:1]1([C:4]2[N:5]=[CH:6][C:7]([C:15]([OH:17])=O)=[N:8][C:9]=2[O:10][CH2:11][CH:12]2[CH2:14][CH2:13]2)[CH2:3][CH2:2]1.[NH2:18][C@@H:19]([CH2:23][CH:24]1[CH2:26][CH2:25]1)[C:20]([NH2:22])=[O:21]>>[C:20]([C@@H:19]([NH:18][C:15]([C:7]1[CH:6]=[N:5][C:4]([CH:1]2[CH2:2][CH2:3]2)=[C:9]([O:10][CH2:11][CH:12]2[CH2:13][CH2:14]2)[N:8]=1)=[O:17])[CH2:23][CH:24]1[CH2:26][CH2:25]1)(=[O:21])[NH2:22]. Procedure: The title compound was synthesized in analogy to Example 6, using 5-cyclopropyl-6-cyclopropylmethoxy-pyrazine-2-carboxylic acid (Example 10 g) and (S)-α-amino-cyclopropanepropanamide (CAN 156077-93-9) as starting materials, and isolated (22 mg, 30%) as light yellow oil; LC-MS (UV peak area, ESI) 100%, 345.1929 (M+H). Reactants: O=C([O-])[O-], CCOC(C)=O, CN(CCN1CCN(c2nccnc2Cl)CC1)S(=O)(=O)c1cccnc1, OB(O)c1ccc(F)cc1, [K+], [K+], O. Yields the product Cl, CN(CCN1CCN(c2nccnc2-c2ccc(F)cc2)CC1)S(=O)(=O)c1cccnc1. Reaction SMILES: [C:37](=[O:38])([O-:39])[O-:40].[CH3:43][CH2:44][O:45][C:46](=[O:47])[CH3:48].[Cl:1][c:2]1[c:3]([N:8]2[CH2:9][CH2:10][N:11]([CH2:14][CH2:15][N:16]([S:17](=[O:18])(=[O:19])[c:20]3[cH:21][n:22][cH:23][cH:24][cH:25]3)[CH3:26])[CH2:12][CH2:13]2)[n:4][cH:5][cH:6][n:7]1.[F:27][c:28]1[cH:29][cH:30][c:31]([B:34]([OH:35])[OH:36])[cH:32][cH:33]1.[K+:41].[K+:42].[OH2:49]>>[ClH:1].[c:2]1(-[c:31]2[cH:30][cH:29][c:28]([F:27])[cH:33][cH:32]2)[c:3]([N:8]2[CH2:9][CH2:10][N:11]([CH2:14][CH2:15][N:16]([S:17](=[O:18])(=[O:19])[c:20]3[cH:21][n:22][cH:23][cH:24][cH:25]3)[CH3:26])[CH2:12][CH2:13]2)[n:4][cH:5][cH:6][n:7]1. Reactants: C1(=CC=CC=C1)S(=O)(=O)C1=C(NC2=CC=C(C=C12)Cl)C(=O)OCC (ethyl 3-phenylsulfonyl-5-chloroindole-2-carboxylate), [Cl-].[NH4+] (ammonium chloride). The product is C1(=CC=CC=C1)S(=O)(=O)C1=C(NC2=CC=C(C=C12)Cl)C(=O)N (3-Phenylsulfonyl-5-chloroindole-2-carboxamide). The solvent is [OH-].[NH4+] (ammonium hydroxide). Run at temperature 100 celsius. As a reaction SMILES: [C:1]1([S:7]([C:10]2[C:18]3[C:13](=[CH:14][CH:15]=[C:16]([Cl:19])[CH:17]=3)[NH:12][C:11]=2[C:20]([O:22]CC)=O)(=[O:9])=[O:8])[CH:6]=[CH:5][CH:4]=[CH:3][CH:2]=1.[Cl-].[NH4+:26]>[OH-].[NH4+]>[C:1]1([S:7]([C:10]2[C:18]3[C:13](=[CH:14][CH:15]=[C:16]([Cl:19])[CH:17]=3)[NH:12][C:11]=2[C:20]([NH2:26])=[O:22])(=[O:9])=[O:8])[CH:2]=[CH:3][CH:4]=[CH:5][CH:6]=1 |f:1.2,3.4|. Procedure details: A suspension of ethyl 3-phenylsulfonyl-5-chloroindole-2-carboxylate (596 mg, 1.64 mmol) in aqueous conc. ammonium hydroxide (10 mL) containing ammonium chloride (28 mg) was heated at 100° C. for 3 hours in a sealed screw-top tube. The sealed tube was cooled in an ice bath as product crystallized out. The product was collected by filtration, rinsed with ice water, and dried to give the product, mp 253°-254° C. Reactants: OC1=C(C#N)C=CC=C1 (hydroxybenzonitrile), C1(=CC=CC=C1)P(C1=CC=CC=C1)C1=CC=CC=C1 (triphenylphosphine), COC(=O)OC1=CC=C(C=C1)C1=CC=C(C=C1)C(=O)OCCCCCCCC (Octyl 4′-Methoxycarbonyloxy-4-biphenylcarboxylate), C[C@@H](CCCCCC)O ((S)-(+)-octan-2-ol), CCOC(=O)/N=N/C(=O)OCC (DEAD). Yields the product C[C@H](CCCCCC)OC1=C(C#N)C=CC=C1 ((R)-(−)-2-(1Methylheptyloxy)benzonitrile). As a reaction SMILES: [OH:1][C:2]1[CH:9]=[CH:8][CH:7]=[CH:6][C:3]=1[C:4]#[N:5].[CH3:10][C@H:11](O)[CH2:12][CH2:13][CH2:14][CH2:15][CH2:16][CH3:17].CCOC(/N=N/C(OCC)=O)=O.C1(P(C2C=CC=CC=2)C2C=CC=CC=2)C=CC=CC=1.COC(OC1C=CC(C2C=CC(C(OCCCCCCCC)=O)=CC=2)=CC=1)=O>>[CH3:10][C@@H:11]([O:1][C:2]1[CH:9]=[CH:8][CH:7]=[CH:6][C:3]=1[C:4]#[N:5])[CH2:12][CH2:13][CH2:14][CH2:15][CH2:16][CH3:17]. Procedure: Quantities: 2-(hydroxybenzonitrile (38) (9.17 g, 0.077 mol), (S)-(+)-octan-2-ol (10.00 g, 0.077 mol), DEAD (13.41 g, 0.077 mol), triphenylphosphine (20.20 g, 0.077 mol). The experimental procedure was as described for the preparation of compound 5. The crude product was purified by column chromatography (20% petrol/dichloromethane) to give a colourless oil. The reactants are OC1=CC=C(C=C1)C=1C(CC(NN1)=O)C (6-(4-hydroxyphenyl)-5-methyl-4,5-dihydro-3(2H)-pyridazinone), 178,189 A2, C(=O)([O-])[O-].[K+].[K+] (K2CO3), BrCCCN1C(C=2C(C1=O)=CC=CC2)=O (N-(3-bromopropyl)phthalimide). Solvent: CN(C)C=O (DMF). The product is C1(C=2C(C(N1CCCOC1=CC=C(C=C1)C=1C(CC(NN1)=O)C)=O)=CC=CC2)=O (6-[4-(3-phthalimidopropyloxy)phenyl]-5-methyl-4,5-dihydro-3(2H)-pyridazinone). The yield is 104.0%. Reaction SMILES: [OH:1][C:2]1[CH:7]=[CH:6][C:5]([C:8]2[CH:9]([CH3:15])[CH2:10][C:11](=[O:14])[NH:12][N:13]=2)=[CH:4][CH:3]=1.C([O-])([O-])=O.[K+].[K+].Br[CH2:23][CH2:24][CH2:25][N:26]1[C:30](=[O:31])[C:29]2=[CH:32][CH:33]=[CH:34][CH:35]=[C:28]2[C:27]1=[O:36]>CN(C=O)C>[C:27]1(=[O:36])[N:26]([CH2:25][CH2:24][CH2:23][O:1][C:2]2[CH:7]=[CH:6][C:5]([C:8]3[CH:9]([CH3:15])[CH2:10][C:11](=[O:14])[NH:12][N:13]=3)=[CH:4][CH:3]=2)[C:30](=[O:31])[C:29]2=[CH:32][CH:33]=[CH:34][CH:35]=[C:28]12 |f:1.2.3|. Procedure: A mixture of 500 mg (2.45 mmol) of 6-(4-hydroxyphenyl)-5-methyl-4,5-dihydro-3(2H)-pyridazinone (prepared by the method described in Eur. Pat. Appl. EP 178,189 A2), 373 mg (2.70 mmol) of powdered anhydrous K2CO3, and 790 mg (2.95 mmol) of N-(3-bromopropyl)phthalimide in 10 ml of DMF is heated at 100° C. for 2 hrs. The DMF is removed under vacuum, the residue is taken up in 125 ml of EtOAc and 100 ml of water, the organic phase washed once with 75 ml of water, dried (MgSO4), and the solvent remove... The reactants are CS(C)=O, Cc1ccc(C)c(N)c1, Cl[Cu]Cl, Cl, [Na+], [OH-]. The product is Cc1cc(C=O)c(C)cc1N. RXN SMILES: [CH3:13][S:14]([CH3:15])=[O:16].[CH3:1][c:2]1[cH:3][cH:4][c:5]([CH3:6])[c:7]([NH2:8])[cH:9]1.[Cl:17][Cu:18][Cl:19].[ClH:10].[Na+:12].[OH-:11]>>[CH3:1][c:2]1[c:3]([CH:13]=[O:11])[cH:4][c:5]([CH3:6])[c:7]([NH2:8])[cH:9]1. The reactants are C(C)(C)(C)OC(NC1(COC(OC1)(C)C)CCC1=CC(=C(C=C1)OCCCC=1C=CC2=C(CCO2)C1)C(F)(F)F)=O ([5-(2-{4-[3-(2,3-dihydrobenzofuran-5-yl)propoxy]-3-trifluoromethylphenyl}ethyl)-2,2-dimethyl-1,3-dioxan-5-yl]carbamic acid t-butyl ester), Cl (hydrochloric acid). Solvent: C(C)O (ethanol). Conditions: temperature 80 celsius, time 1.5 hour. The product is Cl.NC(CO)(CO)CCC1=CC(=C(C=C1)OCCCC=1C=CC2=C(CCO2)C1)C(F)(F)F (2-amino-2-(2-{4-[3-(2,3-dihydrobenzofuran-5-yl)propoxy]-3-trifluoromethylphenyl}ethyl)propane-1,3-diol hydrochloride). As a reaction SMILES: C(OC(=O)[NH:7][C:8]1([CH2:16][CH2:17][C:18]2[CH:23]=[CH:22][C:21]([O:24][CH2:25][CH2:26][CH2:27][C:28]3[CH:29]=[CH:30][C:31]4[O:35][CH2:34][CH2:33][C:32]=4[CH:36]=3)=[C:20]([C:37]([F:40])([F:39])[F:38])[CH:19]=2)[CH2:13][O:12]C(C)(C)[O:10][CH2:9]1)(C)(C)C.[ClH:42]>C(O)C>[ClH:42].[NH2:7][C:8]([CH2:16][CH2:17][C:18]1[CH:23]=[CH:22][C:21]([O:24][CH2:25][CH2:26][CH2:27][C:28]2[CH:29]=[CH:30][C:31]3[O:35][CH2:34][CH2:33][C:32]=3[CH:36]=2)=[C:20]([C:37]([F:40])([F:38])[F:39])[CH:19]=1)([CH2:13][OH:12])[CH2:9][OH:10] |f:3.4|. Reported procedure: Compound 76-3 (740 mg) was dissolved in ethanol (15 ml), concentrated hydrochloric acid (1.5 ml) was added, and the mixture was stirred at 80° C. for 1.5 hr. The reaction mixture was concentrated, and the residue was washed with diethyl ether to give the object product (500 mg) as a white powder.